From a dataset of the Open Reaction Database (ORD), a public repository of structured organic reaction records. describe an organic reaction: reactants, conditions, products, and yield The reactants are O=Cc1cc(Br)ccc1F, CC(C)[Si](C#Cc1ccc(Br)cc1)(C(C)C)C(C)C, [Li]CCCC, CCCCCC, C1CCOC1, O. The product is CC(C)[Si](C#Cc1ccc(C(O)c2cc(Br)ccc2F)cc1)(C(C)C)C(C)C. RXN SMILES: [Br:25][c:26]1[cH:27][cH:28][c:29]([F:34])[c:30]([CH:31]=[O:32])[cH:33]1.[Br:6][c:7]1[cH:8][cH:9][c:10]([C:13]#[C:14][Si:15]([CH:16]([CH3:17])[CH3:18])([CH:19]([CH3:20])[CH3:21])[CH:22]([CH3:23])[CH3:24])[cH:11][cH:12]1.[CH2:1]([Li:2])[CH2:3][CH2:4][CH3:5].[CH3:36][CH2:37][CH2:38][CH2:39][CH2:40][CH3:41].[O:42]1[CH2:43][CH2:44][CH2:45][CH2:46]1.[OH2:35]>>[c:7]1([CH:31]([c:30]2[c:29]([F:34])[cH:28][cH:27][c:26]([Br:25])[cH:33]2)[OH:32])[cH:8][cH:9][c:10]([C:13]#[C:14][Si:15]([CH:16]([CH3:17])[CH3:18])([CH:19]([CH3:20])[CH3:21])[CH:22]([CH3:23])[CH3:24])[cH:11][cH:12]1. Reactants: C(=C)C1(CCCCCCCCC1)O (1-vinyl-1-cyclodecanol), C1(CCCCCCCCC1)=O (cyclodecanone). Product: C1(CCCCCCCCCCC1)=O (cyclododecanone). The yield is 52.8%. As a reaction SMILES: [CH:1]([C:3]1([OH:13])[CH2:12][CH2:11][CH2:10][CH2:9][CH2:8][CH2:7][CH2:6][CH2:5][CH2:4]1)=[CH2:2].C1(=O)CCCCCCCCC1>>[C:3]1(=[O:13])[CH2:1][CH2:2][CH2:4][CH2:5][CH2:6][CH2:7][CH2:8][CH2:9][CH2:10][CH2:11][CH2:12]1. Procedure details: 0.5 g (2.7 mmol) of 1-vinyl-1-cyclodecanol (cf. I.1.3, comprises also about 8-10% cyclodecanone), quartz reactor 25/400 mm, temperature 670° C.±10, vaporization at 95-100° C. (airbath temperature) in about 10 min. Nitrogen stream about 2-2.5 l/h, vacuum 5-6 mbar. 0.45 g (90% crude yield) of a pure white condensate were obtained which partially crystallized into small fine needles. According to GC and GC/MS analyses, the mixture comprises, as main component, about 70% cyclododecanone, as well as ... Starting materials: OC1=C2CCC(C2=CC=C1)=O (4-hydroxy-indan-1-one), C(#N)[BH3-].[Na+] (sodium cyanoborohydride). The reagents and catalysts are [I-].[Zn+2].[I-] (zinc iodide). The solvent is ClC(C)Cl (dichloroethane). Yields the product C1CCC=2C(=CC=CC12)O (Indan-4-ol). Yield: 92.9%. Reaction SMILES: [OH:1][C:2]1[CH:10]=[CH:9][CH:8]=[C:7]2[C:3]=1[CH2:4][CH2:5][C:6]2=O.C([BH3-])#N.[Na+]>ClC(Cl)C.[I-].[Zn+2].[I-]>[CH2:6]1[C:7]2[CH:8]=[CH:9][CH:10]=[C:2]([OH:1])[C:3]=2[CH2:4][CH2:5]1 |f:1.2,4.5.6|. Procedure details: A mixture of 4-hydroxy-indan-1-one (5.0 g, 33.7 mmol), sodium cyanoborohydride (6.4 g, 101.1 mmol), and zinc iodide (32.3 g, 101.1 mmol) in dichloroethane, was heated at reflux for two hours. The reaction mixture was then filtered through 50 g SiO2 while still warm, eluting further with dichloroethane. The filtrate was collected and concentrated under vacuum. The residue was added to diethyl ether and the resulting white precipitate was filtered off. The filtrate was collected and concentrated i... The reactants are C(CC)(=O)O (propionic acid), [BH4-].[Na+] (NaBH4), C1(=CC=CC=C1)C (PhMe), [OH-].[Na+] (NaOH), C(C1=CC=CC=C1)N1N=C(C=C1C(F)(F)F)N (1-benzyl-5-(trifluoromethyl)-1H-pyrazol-3-amine), C1(=CC=CC=C1)C (PhMe), C(CC)(=O)O (propionic acid), [BH4-].[Na+] (NaBH4). The solvent is CCOC(=O)C (EtOAc). Run at temperature 0 celsius. The product is C(C1=CC=CC=C1)N1N=C(C=C1C(F)(F)F)N(CCC)CCC (1-Benzyl-N,N-dipropyl-5-(trifluoromethyl)-1H-pyrazol-3-amine). Isolated yield 64.0%. As a reaction SMILES: [C:1](O)(=O)[CH2:2][CH3:3].[BH4-].[Na+].[CH2:8]([N:15]1[C:19]([C:20]([F:23])([F:22])[F:21])=[CH:18][C:17]([NH2:24])=[N:16]1)[C:9]1[CH:14]=[CH:13][CH:12]=[CH:11][CH:10]=1.[OH-].[Na+].[C:27]1(C)[CH:32]=CC=C[CH:28]=1>CCOC(C)=O>[CH2:8]([N:15]1[C:19]([C:20]([F:23])([F:22])[F:21])=[CH:18][C:17]([N:24]([CH2:28][CH2:27][CH3:32])[CH2:1][CH2:2][CH3:3])=[N:16]1)[C:9]1[CH:14]=[CH:13][CH:12]=[CH:11][CH:10]=1 |f:1.2,4.5|. Procedure: To a 0° C. solution of propionic acid (12.4 mL, 166.0 mmol) in PhMe (15.0 mL) was added NaBH4 (1.96 g, 51.8 mmol) portionwise to control the bubbling. The mixture was stirred at 0° C. until the evolution of H2 ceased. Next, 1-benzyl-5-(trifluoromethyl)-1H-pyrazol-3-amine (625 mg, 2.59 mmol) in PhMe (10.0 mL) was then added dropwise via syringe. The resulting reaction mixture was heated at 110° C. overnight. Additional propionic acid (5.0 mL, 66.9 mmol) and NaBH4 (1.00 g, 25.9 mmol) were added, a... The reactants are CCO, O=[N+]([O-])c1cccc2nc(NC3CCc4ccccc43)ccc12, [H][H]. Yields the product Nc1cccc2nc(NC3CCc4ccccc43)ccc12. RXN SMILES: [CH3:26][CH2:27][OH:28].[CH:1]1([NH:10][c:11]2[n:12][c:13]3[cH:14][cH:15][cH:16][c:17]([N+:21]([O-:22])=[O:23])[c:18]3[cH:19][cH:20]2)[CH2:2][CH2:3][c:4]2[cH:5][cH:6][cH:7][cH:8][c:9]21.[H:24][H:25]>>[CH:1]1([NH:10][c:11]2[n:12][c:13]3[cH:14][cH:15][cH:16][c:17]([NH2:21])[c:18]3[cH:19][cH:20]2)[CH2:2][CH2:3][c:4]2[cH:5][cH:6][cH:7][cH:8][c:9]21. Procedure details: A mixture of 6.2 g of dicyclohexylcarbodiimide, 7.15 g of tert.-butyl(1R,cis)2,2-dimethyl-3-(2-carboxyethynyl)-cyclopropane-carboxylate, 80 mg of dimethylaminopyridine and 35 ml of methylene chloride was stirred for 10 minutes and 4.5 g of 2,2,2-trichloroethanol were added thereto. The mixture was stirred for one hour and was filtered and the filtrate was washed with N hydrochloric acid and then with water until the wash water was neutral, dried and evaporated to dryness. The 14 g of oil residue... Run at time 10 minute. RXN SMILES: C1(N=C=NC2CCCCC2)CCCCC1.[CH3:16][C:17]1([CH3:32])[C@@H:19]([C:20]#[C:21][C:22]([OH:24])=[O:23])[C@H:18]1[C:25]([O:27][C:28]([CH3:31])([CH3:30])[CH3:29])=[O:26].[Cl:33][C:34]([Cl:38])([Cl:37])[CH2:35]O>CN(C1C=CC=CN=1)C.C(Cl)Cl>[CH3:16][C:17]1([CH3:32])[C@@H:19]([C:20]#[C:21][C:22]([O:24][CH2:35][C:34]([Cl:38])([Cl:37])[Cl:33])=[O:23])[C@H:18]1[C:25]([O:27][C:28]([CH3:31])([CH3:30])[CH3:29])=[O:26]. The yield is 81.1%. Starting materials: C1(CCCCC1)N=C=NC1CCCCC1 (dicyclohexylcarbodiimide), CC1([C@@H]([C@@H]1C#CC(=O)O)C(=O)OC(C)(C)C)C (tert.-butyl(1R,cis)2,2-dimethyl-3-(2-carboxyethynyl)-cyclopropane-carboxylate), ClC(CO)(Cl)Cl (2,2,2-trichloroethanol). The product is CC1([C@@H]([C@@H]1C#CC(=O)OCC(Cl)(Cl)Cl)C(=O)OC(C)(C)C)C (tert.-butyl(1R,cis)2,2-dimethyl-3-[2,2,2-trichloroethoxycarbonyl-ethynyl]-cyclopropane-carboxylate). The reagents and catalysts are CN(C)C1=NC=CC=C1 (dimethylaminopyridine). Run in C(Cl)Cl (methylene chloride). The reactants are CN(C)C=O, C[Si](C)(C)Cl, C=CC(O)(CC=CI)CCCC, c1c[nH]cn1. Yields the product C=CC(CC=CI)(CCCC)O[Si](C)(C)C. As a reaction SMILES: [CH3:23][N:24]([CH3:25])[CH:26]=[O:27].[Cl:18][Si:19]([CH3:20])([CH3:21])[CH3:22].[OH:1][C:2]([CH2:3][CH:4]=[CH:5][I:6])([CH2:7][CH2:8][CH2:9][CH3:10])[CH:11]=[CH2:12].[nH:13]1[cH:14][cH:15][n:16][cH:17]1>>[O:1]([C:2]([CH2:3][CH:4]=[CH:5][I:6])([CH2:7][CH2:8][CH2:9][CH3:10])[CH:11]=[CH2:12])[Si:19]([CH3:20])([CH3:21])[CH3:22]. The reactants are C(C1=CC=CC=C1)Cl (benzylchloride), CCOC(=O)C.CCCCCC (EtOAc hexane), [H-].[Na+] (NaH), C(C1=CC=CC=C1)OC=1C=C2C(=C(NC2=CC1)C1=CC=C(C=C1)OCC1=CC=CC=C1)C (5-Benzyloxy-2-(4-benzyloxy-phenyl)-3-methyl-1H-indole), CN(C)C=O (DMF), CN(C)C=O (DMF). Solvent: O (water). Run at time 30 minute. The product is C(C1=CC=CC=C1)OC=1C=C2C(=C(N(C2=CC1)CC1=CC=C(C=C1)OCCN1CCCCCC1)C1=CC=C(C=C1)OCC1=CC=CC=C1)C (5-Benzyloxy-2-(4-benzyloxy-phenyl)-3-methyl-1-[4-(2-azepan-1-yl-ethoxy)-benzyl]-1H-indole). The yield is 76.0%. RXN SMILES: [H-].[Na+].[CH2:3]([O:10][C:11]1[CH:12]=[C:13]2[C:17](=[CH:18][CH:19]=1)[NH:16][C:15]([C:20]1[CH:25]=[CH:24][C:23]([O:26][CH2:27][C:28]3[CH:33]=[CH:32][CH:31]=[CH:30][CH:29]=3)=[CH:22][CH:21]=1)=[C:14]2[CH3:34])[C:4]1[CH:9]=[CH:8][CH:7]=[CH:6][CH:5]=1.[CH2:35](Cl)[C:36]1[CH:41]=[CH:40][CH:39]=[CH:38][CH:37]=1.CCO[C:46]([CH3:48])=[O:47].[CH3:49][CH2:50][CH2:51][CH2:52][CH2:53][CH3:54].C[N:56](C=O)C>O>[CH2:3]([O:10][C:11]1[CH:12]=[C:13]2[C:17](=[CH:18][CH:19]=1)[N:16]([CH2:35][C:36]1[CH:41]=[CH:40][C:39]([O:47][CH2:46][CH2:48][N:56]3[CH2:54][CH2:53][CH2:52][CH2:51][CH2:50][CH2:49]3)=[CH:38][CH:37]=1)[C:15]([C:20]1[CH:25]=[CH:24][C:23]([O:26][CH2:27][C:28]3[CH:33]=[CH:32][CH:31]=[CH:30][CH:29]=3)=[CH:22][CH:21]=1)=[C:14]2[CH3:34])[C:4]1[CH:5]=[CH:6][CH:7]=[CH:8][CH:9]=1 |f:0.1,4.5|. Reported procedure: To a slurry of NaH (20.0 g, 60% oil dispersion, 0.5 mol, 2.5 eq.) solution of 5-Benzyloxy-2-(4-benzyloxy-phenyl)-3-methyl-1H-indole (84 g, 0.2 mol, 1.0 eq.) in DMF (100 mL) was added at 0/+10° C. over 1 h. The reaction mixture was stirred for 30 min. A solution of the benzylchloride (synthesis shown in scheme 7 and details given in the following experimental) (67 g, 0.22 mol, 1.1 eq.) in DMF (200 mL) was added dropwise at 0/+10° C. over 2 h. The reaction mixture was stirred at 25° C. for 2 h. TL... The reactants are C(C)OC(=O)C1=NNC(=C1)CCCC (5-Butyl-1H-pyrazol-3-carboxylic acid ethyl ester), [OH-].[Na+] (NaOH), Cl (hydrochloric acid). Run in O1CCOCC1 (1,4-dioxan). Run at temperature 55 celsius, time 2 hour. Product: C(CCC)C1=CC(=NN1)C(=O)O (5-butyl-1H-pyrazol-3-carboxylic acid). Isolated yield 110.1%. Reaction SMILES: C([O:3][C:4]([C:6]1[CH:10]=[C:9]([CH2:11][CH2:12][CH2:13][CH3:14])[NH:8][N:7]=1)=[O:5])C.[OH-].[Na+].Cl>O1CCOCC1>[CH2:11]([C:9]1[NH:8][N:7]=[C:6]([C:4]([OH:5])=[O:3])[CH:10]=1)[CH2:12][CH2:13][CH3:14] |f:1.2|. Reported procedure: 5-Butyl-1H-pyrazol-3-carboxylic acid ethyl ester (24 g, 122 mmol) and 1M NaOH solution (305 ml, 306 mmol) were dissolved in 1,4-dioxan (300 ml), the reaction was heated to 55° C. under nitrogen and stirred for 2 hours. The reaction mixture was cooled, adjusted to pH 2 using concentrated hydrochloric acid and the solvent was removed under reduced pressure. The residual solid was dissolved in ethyl acetate (300 ml) and washed with water (300 ml). The aqueous phase was removed, extracted with ethyl...